Dataset: the Open Reaction Database (ORD), a public repository of structured organic reaction records. Task: describe an organic reaction: reactants, conditions, products, and yield As a reaction SMILES: [C:26]([O:27][CH3:28])([CH3:29])([CH3:30])[CH3:31].[CH3:32][CH2:33][OH:34].[H:24][H:25].[OH:1][C:2]1([c:18]2[cH:19][n:20][cH:21][cH:22][cH:23]2)[CH2:3][CH2:4][N:5]([C:8]([O:9][CH2:10][c:11]2[cH:12][cH:13][cH:14][cH:15][cH:16]2)=[O:17])[CH2:6][CH2:7]1>>[OH:1][C:2]1([c:18]2[cH:19][n:20][cH:21][cH:22][cH:23]2)[CH2:3][CH2:4][NH:5][CH2:6][CH2:7]1. The reactants are COC(C)(C)C, CCO, [H][H], O=C(OCc1ccccc1)N1CCC(O)(c2cccnc2)CC1. The product is OC1(c2cccnc2)CCNCC1. The reactants are CC(=O)Cl, COc1c[nH]c(CO)cc1=O, c1ccncc1. Yields the product COc1c[nH]c(COC(C)=O)cc1=O. Reaction SMILES: [CH3:12][C:13]([Cl:14])=[O:15].[OH:1][CH2:2][c:3]1[nH:4][cH:5][c:6]([O:10][CH3:11])[c:7](=[O:9])[cH:8]1.[cH:16]1[cH:17][cH:18][n:19][cH:20][cH:21]1>>[O:1]([CH2:2][c:3]1[nH:4][cH:5][c:6]([O:10][CH3:11])[c:7](=[O:9])[cH:8]1)[C:13]([CH3:12])=[O:15]. Starting materials: C1CCOC1, CCOC(=O)CC(=O)Cl, Cc1cnc(N)c(S(N)(=O)=O)c1, c1ccncc1. Product: CCOC(=O)CC(=O)Nc1ncc(C)cc1S(N)(=O)=O. As a reaction SMILES: [CH2:28]1[O:29][CH2:30][CH2:31][CH2:32]1.[Cl:19][C:20]([CH2:21][C:22](=[O:23])[O:24][CH2:25][CH3:26])=[O:27].[NH2:1][c:2]1[n:3][cH:4][c:5]([CH3:12])[cH:6][c:7]1[S:8](=[O:9])(=[O:10])[NH2:11].[cH:13]1[cH:14][cH:15][n:16][cH:17][cH:18]1>>[NH:1]([c:2]1[n:3][cH:4][c:5]([CH3:12])[cH:6][c:7]1[S:8](=[O:9])(=[O:10])[NH2:11])[C:20]([CH2:21][C:22](=[O:23])[O:24][CH2:25][CH3:26])=[O:27].